From a dataset of the Open Reaction Database (ORD), a public repository of structured organic reaction records. describe an organic reaction: reactants, conditions, products, and yield The reactants are C(C)OC(CN(CCNS(=O)(=O)C1=C(C=CC=C1)[N+](=O)[O-])C(CN1C(=O)N=C(NC(=O)OC(C2=CC=CC=C2)C2=CC=CC=C2)C=C1)=O)=O (N-{[4-N-(Benzhydryloxycarbonyl)-cytosin-1-yl]-acetyl}-N-[2-(2-nitro-benzenesulfonylamino)-ethyl]-glycine ethyl ester), [OH-].[Li+] (lithium hydroxide), [Cl-].[Na+] (sodium chloride), Cl (HCl). Solvent: C1CCOC1 (THF), O (water). Reaction conditions: time 1.5 hour. Yields the product C(C1=CC=CC=C1)(C1=CC=CC=C1)OC(=O)NC1=NC(N(C=C1)CC(=O)N(CC(=O)O)CCNS(=O)(=O)C1=C(C=CC=C1)[N+](=O)[O-])=O (N-{[4-N-(Benzhydryloxycarbonyl)-cytosin-1-yl]-acetyl}-N-[2-(2-nitro-benzenesulfonylamino)-ethyl]-glycine). The yield is 77.7%. As a reaction SMILES: C([O:3][C:4](=[O:49])[CH2:5][N:6]([C:22](=[O:48])[CH2:23][N:24]1[CH:47]=[CH:46][C:28]([NH:29][C:30]([O:32][CH:33]([C:40]2[CH:45]=[CH:44][CH:43]=[CH:42][CH:41]=2)[C:34]2[CH:39]=[CH:38][CH:37]=[CH:36][CH:35]=2)=[O:31])=[N:27][C:25]1=[O:26])[CH2:7][CH2:8][NH:9][S:10]([C:13]1[CH:18]=[CH:17][CH:16]=[CH:15][C:14]=1[N+:19]([O-:21])=[O:20])(=[O:12])=[O:11])C.[OH-].[Li+].Cl.[Cl-].[Na+]>C1COCC1.O>[CH:33]([O:32][C:30]([NH:29][C:28]1[CH:46]=[CH:47][N:24]([CH2:23][C:22]([N:6]([CH2:7][CH2:8][NH:9][S:10]([C:13]2[CH:18]=[CH:17][CH:16]=[CH:15][C:14]=2[N+:19]([O-:21])=[O:20])(=[O:11])=[O:12])[CH2:5][C:4]([OH:49])=[O:3])=[O:48])[C:25](=[O:26])[N:27]=1)=[O:31])([C:40]1[CH:41]=[CH:42][CH:43]=[CH:44][CH:45]=1)[C:34]1[CH:35]=[CH:36][CH:37]=[CH:38][CH:39]=1 |f:1.2,4.5|. Procedure: To a solution of N-{[4-N-(Benzhydryloxycarbonyl)-cytosin-1-yl]-acetyl}-N-[2-(2-nitro-benzenesulfonylamino)-ethyl]-glycine ethyl ester (1.91 g, 2.75 mmol) in THF (10 mL) was added a solution of lithium hydroxide (290 mg, 6.9 mmol) in water (9 mL) at 10° C. After stirring for 1.5 h, the reaction mixture was acidified to pH=3˜4 by adding 1 N HCl solution. The aqueous layer was saturated with sodium chloride and organic layer was separated. The aqueous layer was extracted with THF (15 mL×2). The com... Reactants: Cc1cc(CCl)ccc1[N+](=O)[O-], CCOC(C)=O, O=C(c1ccc[nH]1)C(F)(F)F, [H-], [Na+], CN(C)C=O. The product is Cc1cc(Cn2cccc2C(=O)C(F)(F)F)ccc1[N+](=O)[O-]. As a reaction SMILES: [CH3:19][c:20]1[cH:21][c:22]([CH2:23][Cl:24])[cH:25][cH:26][c:27]1[N+:28](=[O:29])[O-:30].[CH3:31][CH2:32][O:33][C:34](=[O:35])[CH3:36].[F:1][C:2]([C:3](=[O:4])[c:5]1[nH:6][cH:7][cH:8][cH:9]1)([F:10])[F:11].[H-:17].[Na+:18].[O:12]=[CH:13][N:14]([CH3:15])[CH3:16]>>[F:1][C:2]([C:3](=[O:4])[c:5]1[n:6]([CH2:23][c:22]2[cH:21][c:20]([CH3:19])[c:27]([N+:28](=[O:29])[O-:30])[cH:26][cH:25]2)[cH:7][cH:8][cH:9]1)([F:10])[F:11]. The reactants are O=C([O-])[O-], CN(C)C=O, COc1cc2c(Oc3cc4ccccc4nc3C)ccnc2cc1OCCCl, [K+], [K+], NC(=O)C1CCCNC1, O. Yields the product COc1cc2c(Oc3cc4ccccc4nc3C)ccnc2cc1OCCN1CCCC(C(N)=O)C1. RXN SMILES: [C:34](=[O:35])([O-:36])[O-:37].[CH3:1][N:2]([CH3:3])[CH:4]=[O:5].[Cl:6][CH2:7][CH2:8][O:9][c:10]1[c:11]([O:32][CH3:33])[cH:12][c:13]2[c:14]([O:20][c:21]3[c:22]([CH3:31])[n:23][c:24]4[cH:25][cH:26][cH:27][cH:28][c:29]4[cH:30]3)[cH:15][cH:16][n:17][c:18]2[cH:19]1.[K+:38].[K+:39].[NH2:40][C:41](=[O:42])[CH:43]1[CH2:44][CH2:45][CH2:46][NH:47][CH2:48]1.[OH2:49]>>[CH2:7]([CH2:8][O:9][c:10]1[c:11]([O:32][CH3:33])[cH:12][c:13]2[c:14]([O:20][c:21]3[c:22]([CH3:31])[n:23][c:24]4[cH:25][cH:26][cH:27][cH:28][c:29]4[cH:30]3)[cH:15][cH:16][n:17][c:18]2[cH:19]1)[N:47]1[CH2:46][CH2:45][CH2:44][CH:43]([C:41]([NH2:40])=[O:42])[CH2:48]1.